This data is from the Open Reaction Database (ORD), a public repository of structured organic reaction records. The task is: describe an organic reaction: reactants, conditions, products, and yield The reactants are C#CC(O)c1cc2c(cc1C)C(C)(C)CCC2(C)C, COC(=O)c1ccc(I)cc1O. Product: COC(=O)c1ccc(C#CC(O)c2cc3c(cc2C)C(C)(C)CCC3(C)C)cc1O. Reaction SMILES: [C:1](#[CH:2])[CH:3]([OH:4])[c:5]1[cH:6][c:7]2[c:12]([cH:13][c:14]1[CH3:15])[C:11]([CH3:16])([CH3:17])[CH2:10][CH2:9][C:8]2([CH3:18])[CH3:19].[OH:20][c:21]1[c:22]([C:23](=[O:24])[O:25][CH3:26])[cH:27][cH:28][c:29]([I:31])[cH:30]1>>[C:1](#[C:2][c:29]1[cH:28][cH:27][c:22]([C:23](=[O:24])[O:25][CH3:26])[c:21]([OH:20])[cH:30]1)[CH:3]([OH:4])[c:5]1[cH:6][c:7]2[c:12]([cH:13][c:14]1[CH3:15])[C:11]([CH3:16])([CH3:17])[CH2:10][CH2:9][C:8]2([CH3:18])[CH3:19]. The reactants are O1CC1COC1=CC2=C(C(C=C(O2)C)=O)C=C1 (1,2-epoxy-3-(2-methyl-4H-1-benzopyrane-4-one-7-yloxy)-propane), CC(C)N (2-propylamine), example 9 ( a ). The solvent is C(C)O (ethanol). Yields the product CC=1OC2=C(C(C1)=O)C=CC(=C2)OCC(CNC(C)C)O (1-(2-methyl-4H-1-benzopyrane-4-one-7-yloxy)-3-(1-methylethyl-amino)-2-propanol). Reaction SMILES: [O:1]1[CH:3]([CH2:4][O:5][C:6]2[CH:17]=[CH:16][C:9]3[C:10](=[O:15])[CH:11]=[C:12]([CH3:14])[O:13][C:8]=3[CH:7]=2)[CH2:2]1.[CH3:18][CH:19]([NH2:21])[CH3:20]>C(O)C>[CH3:14][C:12]1[O:13][C:8]2[CH:7]=[C:6]([O:5][CH2:4][CH:3]([OH:1])[CH2:2][NH:21][CH:19]([CH3:20])[CH3:18])[CH:17]=[CH:16][C:9]=2[C:10](=[O:15])[CH:11]=1. Reported procedure: 3.7 g 1,2-epoxy-3-(2-methyl-4H-1-benzopyrane-4-one-7-yloxy)-propane and 2.5 cm3 2-propylamine were boiled in 40 cm3 ethanol for 2 hours; the process of example 9 (a) was followed. 4.3 g 1-(2-methyl-4H-1-benzopyrane-4-one-7-yloxy)-3-(1-methylethyl-amino)-2-propanol (m.p. 80°-82° C.) was obtained in the form of a base. The reactants are C1(=CC=CC=C1)C=1N=CN(C1)CCCN (4-phenyl-1H-imidazole-1-propanamine), [OH-].[Na+] (sodium hydroxide), BrC1=CC=C(C(=O)Cl)C=C1 (4-bromobenzoyl chloride). Run in C(Cl)Cl (methylene chloride), C(Cl)Cl (methylenechloride). Product: BrC1=CC=C(C(=O)NCCCN2C=NC(=C2)C2=CC=CC=C2)C=C1 (4-Bromo-N-[3-(4-phenyl-1H-imidazol-1-yl)propyl]benzamide). As a reaction SMILES: [C:1]1([C:7]2[N:8]=[CH:9][N:10]([CH2:12][CH2:13][CH2:14][NH2:15])[CH:11]=2)[CH:6]=[CH:5][CH:4]=[CH:3][CH:2]=1.[OH-].[Na+].[Br:18][C:19]1[CH:27]=[CH:26][C:22]([C:23](Cl)=[O:24])=[CH:21][CH:20]=1>C(Cl)Cl>[Br:18][C:19]1[CH:27]=[CH:26][C:22]([C:23]([NH:15][CH2:14][CH2:13][CH2:12][N:10]2[CH:11]=[C:7]([C:1]3[CH:2]=[CH:3][CH:4]=[CH:5][CH:6]=3)[N:8]=[CH:9]2)=[O:24])=[CH:21][CH:20]=1 |f:1.2|. Procedure: A mixture of 2.0 g. of 4-phenyl-1H-imidazole-1-propanamine, 50 ml. of methylenechloride and 10 ml. of 1N sodium hydroxide was stirred and 2.2 g. of 4-bromobenzoyl chloride was added. The mixture was stirred for eighteen hours, methylene chloride was added and the layers were separated. The organic layer was washed with water, dried over magnesium sulfate and concentrated. The residue was washed onto a filter with ether, giving the desired product, m.p. 132°-135° C.